describe an organic reaction: reactants, conditions, products, and yield From a dataset of the Open Reaction Database (ORD), a public repository of structured organic reaction records. Reactants: O=C1OC(CI)CN1c1cc(F)c(-c2cccnc2)c(F)c1, [N-]=[N+]=[N-], [Na+], CN(C)C=O, O. Product: [N-]=[N+]=NCC1CN(c2cc(F)c(-c3cccnc3)c(F)c2)C(=O)O1. RXN SMILES: [I:1][CH2:2][CH:3]1[CH2:4][N:5]([c:9]2[cH:10][c:11]([F:22])[c:12](-[c:16]3[cH:17][n:18][cH:19][cH:20][cH:21]3)[c:13]([F:15])[cH:14]2)[C:6](=[O:8])[O:7]1.[N-:24]=[N+:25]=[N-:26].[Na+:23].[O:28]=[CH:29][N:30]([CH3:31])[CH3:32].[OH2:27]>>[CH2:2]([CH:3]1[CH2:4][N:5]([c:9]2[cH:10][c:11]([F:22])[c:12](-[c:16]3[cH:17][n:18][cH:19][cH:20][cH:21]3)[c:13]([F:15])[cH:14]2)[C:6](=[O:8])[O:7]1)[N:24]=[N+:25]=[N-:26]. Reactants: CC(C)(C)OC(=O)N1CCC(Oc2cc(C(C)(C)C)ccc2CNc2ccc(Cl)cc2C(=O)Nc2ccc(Cl)cn2)CC1, [Na+], [OH-], O=C(O)C(F)(F)F. The product is CC(C)(C)c1ccc(CNc2ccc(Cl)cc2C(=O)Nc2ccc(Cl)cn2)c(OC2CCNCC2)c1. Reaction SMILES: [C:1]([CH3:2])([CH3:3])([CH3:4])[c:5]1[cH:6][c:7]([O:30][CH:31]2[CH2:32][CH2:33][N:34]([C:37]([O:38][C:39]([CH3:40])([CH3:41])[CH3:42])=[O:43])[CH2:35][CH2:36]2)[c:8]([CH2:9][NH:10][c:11]2[c:12]([C:13](=[O:14])[NH:15][c:16]3[n:17][cH:18][c:19]([Cl:22])[cH:20][cH:21]3)[cH:23][c:24]([Cl:27])[cH:25][cH:26]2)[cH:28][cH:29]1.[Na+:45].[OH-:44].[OH:46][C:47]([C:48]([F:49])([F:50])[F:51])=[O:52]>>[C:1]([CH3:2])([CH3:3])([CH3:4])[c:5]1[cH:6][c:7]([O:30][CH:31]2[CH2:32][CH2:33][NH:34][CH2:35][CH2:36]2)[c:8]([CH2:9][NH:10][c:11]2[c:12]([C:13](=[O:14])[NH:15][c:16]3[n:17][cH:18][c:19]([Cl:22])[cH:20][cH:21]3)[cH:23][c:24]([Cl:27])[cH:25][cH:26]2)[cH:28][cH:29]1. Starting materials: BrC=1C=C(C=CC1OCC1CC1)C=1OC2=C(N1)C=CC(=C2)OC[C@H](C)NC(OC(C)(C)C)=O (tert-butyl ((2S)-1-((2-(3-bromo-4-(cyclopropylmethoxy)phenyl)-1,3-benzoxazol-6-yl)oxy)propan-2-yl)carbamate), CN(C)C=O (DMF). Reagents/catalysts: [C-]#N.[Zn+2].[C-]#N (zinc cyanide), C=1C=CC(=CC1)[P](C=2C=CC=CC2)(C=3C=CC=CC3)[Pd]([P](C=4C=CC=CC4)(C=5C=CC=CC5)C=6C=CC=CC6)([P](C=7C=CC=CC7)(C=8C=CC=CC8)C=9C=CC=CC9)[P](C=1C=CC=CC1)(C=1C=CC=CC1)C=1C=CC=CC1 (tetrakis(triphenylphosphine)palladium(0)). Run in [Cl-].[Na+].O (brine). Reaction conditions: temperature 100 celsius, time 18 hour. Yields the product C(#N)C=1C=C(C=CC1OCC1CC1)C=1OC2=C(N1)C=CC(=C2)OC[C@H](C)NC(OC(C)(C)C)=O (tert-butyl ((2S)-1-((2-(3-cyano-4-(cyclopropylmethoxy)phenyl)-1,3-benzoxazol-6-yl)oxy)propan-2-yl)carbamate). Reaction SMILES: Br[C:2]1[CH:3]=[C:4]([C:13]2[O:14][C:15]3[CH:21]=[C:20]([O:22][CH2:23][C@@H:24]([NH:26][C:27](=[O:33])[O:28][C:29]([CH3:32])([CH3:31])[CH3:30])[CH3:25])[CH:19]=[CH:18][C:16]=3[N:17]=2)[CH:5]=[CH:6][C:7]=1[O:8][CH2:9][CH:10]1[CH2:12][CH2:11]1.[CH3:34][N:35](C=O)C>[Cl-].[Na+].O.[C-]#N.[Zn+2].[C-]#N.C1C=CC([P]([Pd]([P](C2C=CC=CC=2)(C2C=CC=CC=2)C2C=CC=CC=2)([P](C2C=CC=CC=2)(C2C=CC=CC=2)C2C=CC=CC=2)[P](C2C=CC=CC=2)(C2C=CC=CC=2)C2C=CC=CC=2)(C2C=CC=CC=2)C2C=CC=CC=2)=CC=1>[C:34]([C:2]1[CH:3]=[C:4]([C:13]2[O:14][C:15]3[CH:21]=[C:20]([O:22][CH2:23][C@@H:24]([NH:26][C:27](=[O:33])[O:28][C:29]([CH3:31])([CH3:30])[CH3:32])[CH3:25])[CH:19]=[CH:18][C:16]=3[N:17]=2)[CH:5]=[CH:6][C:7]=1[O:8][CH2:9][CH:10]1[CH2:11][CH2:12]1)#[N:35] |f:2.3.4,5.6.7,^1:50,52,71,90|. Procedure: To a solution of tert-butyl ((2S)-1-((2-(3-bromo-4-(cyclopropylmethoxy)phenyl)-1,3-benzoxazol-6-yl)oxy)propan-2-yl)carbamate (200 mg) in DMF (5 mL) were added zinc cyanide (227 mg) and tetrakis(triphenylphosphine)palladium(0) (44.7 mg), and the mixture was stirred at 100° C. for 18 hr under an argon atmosphere. To the reaction mixture was added saturated brine, and the mixture was extracted with ethyl acetate. The obtained organic layer was dried over anhydrous magnesium sulfate, and the solvent... Starting materials: C(C)OC(=O)C1=C(OC2=CC3=C(NC(=N3)C3=NC=CC=C3)C=C2OC2=CC=C(C=C2)S(=O)(=O)C)C=CC=C1 (5-(2-Ethoxycarbonyl-phenoxy)-6-(4-methanesulfonyl-phenoxy)-2-pyridin-2-yl-1H-benzimidazole), CN1C(C(=CC=C1)O)=O (1-methyl-2-oxo-1,2-dihydro-pyridin-3-ol). Yields the product CN1C(C(=CC=C1)OC1=CC2=C(NC(=N2)C2=NC=CC=C2)C=C1OC1=CC=C(C=C1)S(=O)(=O)C)=O (5-(1-Methyl-2-oxo-1,2-dihydro-pyridin-3-yloxy)-6-(4-methanesulfonyl-phenoxy)-2-pyridin-2-yl-1H-benzimidazole). Reaction SMILES: C(OC([C:6]1[CH:38]=[CH:37]C=C[C:7]=1[O:8][C:9]1[C:23]([O:24][C:25]2[CH:30]=[CH:29][C:28]([S:31]([CH3:34])(=[O:33])=[O:32])=[CH:27][CH:26]=2)=[CH:22][C:12]2[NH:13][C:14]([C:16]3[CH:21]=[CH:20][CH:19]=[CH:18][N:17]=3)=[N:15][C:11]=2[CH:10]=1)=O)C.[CH3:39][N:40]1C=CC=C(O)[C:41]1=[O:47]>>[CH3:39][N:40]1[CH:37]=[CH:38][CH:6]=[C:7]([O:8][C:9]2[C:23]([O:24][C:25]3[CH:26]=[CH:27][C:28]([S:31]([CH3:34])(=[O:33])=[O:32])=[CH:29][CH:30]=3)=[CH:22][C:12]3[NH:13][C:14]([C:16]4[CH:21]=[CH:20][CH:19]=[CH:18][N:17]=4)=[N:15][C:11]=3[CH:10]=2)[C:41]1=[O:47]. Procedure details: The entitled compound was obtained as a brown solid in the same method as in Example 14 or in accordance with the method or by combining it with an ordinary method but using 5-fluoro-4-(4-methanesulfonyl-phenoxy)-2-nitro-phenylamine obtained in Example 14 and 1-methyl-2-oxo-1,2-dihydro-pyridin-3-ol.